Dataset: the Open Reaction Database (ORD), a public repository of structured organic reaction records. Task: describe an organic reaction: reactants, conditions, products, and yield Starting materials: C(CCC)[Li] (Butyllithium), solution, BrCCBr (1,2-dibromoethane), C1CCCC=2C3=CC=CC=C3CC12 (Tetrahydrofluorene), [NH4+].[Cl-] (NH4Cl). The solvent is CCCCCC (hexane), C1CCOC1 (THF). Conditions: temperature 0 celsius, time 6 hour. Yields the product C1(CCCC=2C3=CC=CC=C3CC12)C(C)C1CCCC=2C3=CC=CC=C3CC12 (bis(tetrahydrofluorenyl)ethane). RXN SMILES: [CH2:1]1[C:13]2[CH2:12][C:11]3[C:6](=[CH:7][CH:8]=[CH:9][CH:10]=3)[C:5]=2[CH2:4][CH2:3][CH2:2]1.[CH2:14]([Li])[CH2:15][CH2:16][CH3:17].Br[CH2:20][CH2:21]Br.[NH4+].[Cl-]>C1COCC1.CCCCCC>[CH:10]1([CH:16]([CH:15]2[C:14]3[CH2:21][C:20]4[C:3](=[CH:2][CH:1]=[CH:13][CH:12]=4)[C:4]=3[CH2:5][CH2:6][CH2:7]2)[CH3:17])[C:11]2[CH2:12][C:13]3[C:5](=[CH:4][CH:3]=[CH:2][CH:1]=3)[C:6]=2[CH2:7][CH2:8][CH2:9]1 |f:3.4|. Reported procedure: Tetrahydrofluorene (17.6 mmol) was dissolved in 20 ml of dry THF and cooled to 0° C. Butyllithium, (11 ml of a solution 1.6M in hexane, 17.6 mmol) was added dropwise to give a red/orange solution that was stirred for 6h. 1,2-dibromoethane (1.66 g, 8.81 mmol) was added quickly. The resulting beige suspension was stirred overnight. The mixture was hydrolyzed with NH4Cl and extracted in THF and diethyl ether. The organics were collected, dried, filtered and the solvents were removed to give a yello... The reactants are C(C)(C)(C)C=1N=C(C=2C(N1)=NN(N2)CC)N2CC(CC2)(F)F (5-tert-Butyl-7-(3,3-difluoro-pyrrolidin-1-yl)-2-ethyl-2H-[1,2,3]triazolo[4,5-d]pyrimidine), C(C)(C)(C)C=1N=C(C2=C(N1)NN=N2)N2CC1(COC1)C2 (5-tert-Butyl-7-(2-oxa-6-aza-spiro[3.3]hept-6-yl)-3H-[1,2,3]triazolo[4,5-d]pyrimidine), ClCC1=NN=NN1C1CC1 (5-(chloromethyl)-1-cyclopropyl-1H-tetrazole). Yields the product C(C)(C)(C)C=1N=C(C=2C(N1)=NN(N2)CC2=NN=C(N2C)C)N2CC1(COC1)C2 (5-tert-Butyl-2-(4,5-dimethyl-4H-[1,2,4]triazol-3-ylmethyl)-7-(2-oxa-6-aza-spiro[3.3]hept-6-yl)-2H-[1,2,3]triazolo[4,5-d]pyrimidine). Reaction SMILES: C([C:5]1N=C(N2CCC(F)(F)C2)[C:8]2[C:9](=[N:11][N:12]([CH2:14][CH3:15])N=2)[N:10]=1)(C)(C)C.[C:23]([C:27]1[N:28]=[C:29]([N:36]2[CH2:42][C:38]3([CH2:41][O:40][CH2:39]3)[CH2:37]2)[C:30]2[N:35]=[N:34][NH:33][C:31]=2[N:32]=1)([CH3:26])([CH3:25])[CH3:24].ClCC1N(C2CC2)N=NN=1>>[C:23]([C:27]1[N:28]=[C:29]([N:36]2[CH2:37][C:38]3([CH2:39][O:40][CH2:41]3)[CH2:42]2)[C:30]2[C:31](=[N:33][N:34]([CH2:8][C:9]3[N:10]([CH3:5])[C:14]([CH3:15])=[N:12][N:11]=3)[N:35]=2)[N:32]=1)([CH3:26])([CH3:24])[CH3:25]. Procedure: In analogy to the procedure described for the synthesis of 5-tert-butyl-7-(3,3-difluoro-pyrrolidin-1-yl)-2-ethyl-2H-[1,2,3]triazolo[4,5-d]pyrimidine (example 3, step b), the title compound was prepared from 5-tert-Butyl-7-(2-oxa-6-aza-spiro[3.3]hept-6-yl)-3H-[1,2,3]triazolo[4,5-d]pyrimidine and 5-(chloromethyl)-1-cyclopropyl-1H-tetrazole and isolated as white solid. MS (m/e): 397.3 (MH+). The reactants are ClC=1C=C(C(=O)O)C=CC1C(NC1=CC(=C(C=C1)Cl)C1=NC=CC=C1)=O (3-chloro-4-(4-chloro-3-(pyridin-2-yl)phenylcarbamoyl)benzoic acid), [Cl-].[NH4+] (ammonium chloride). The product is ClC1=C(C(=O)NC2=CC(=C(C=C2)Cl)C2=NC=CC=C2)C=CC(=C1)C(=O)N (2-chloro-N1-(4-chloro-3-(pyridin-2-yl)phenyl)terephthalamide). Reaction SMILES: [Cl:1][C:2]1[CH:3]=[C:4]([CH:8]=[CH:9][C:10]=1[C:11](=[O:26])[NH:12][C:13]1[CH:18]=[CH:17][C:16]([Cl:19])=[C:15]([C:20]2[CH:25]=[CH:24][CH:23]=[CH:22][N:21]=2)[CH:14]=1)[C:5]([OH:7])=O.[Cl-].[NH4+:28]>>[Cl:1][C:2]1[CH:3]=[C:4]([C:5]([NH2:28])=[O:7])[CH:8]=[CH:9][C:10]=1[C:11]([NH:12][C:13]1[CH:18]=[CH:17][C:16]([Cl:19])=[C:15]([C:20]2[CH:25]=[CH:24][CH:23]=[CH:22][N:21]=2)[CH:14]=1)=[O:26] |f:1.2|. Reported procedure: 50 mg of 3-chloro-4-(4-chloro-3-(pyridin-2-yl)phenylcarbamoyl)benzoic acid was coupled to ammonium chloride via Procedure G. The product was purified on reverse phase HPLC to yield 2-chloro-N1-(4-chloro-3-(pyridin-2-yl)phenyl)terephthalamide. MS (Q1) 386 (M)+.